The task is: describe an organic reaction: reactants, conditions, products, and yield. This data is from the Open Reaction Database (ORD), a public repository of structured organic reaction records. Reactants: S(=O)(=O)(Cl)Cl (sulfonyl chloride), N1=CC=CC=C1 (pyridine), ClC=1C(=C(C=C(C1)Cl)S(=O)(=O)Cl)O (3,5-dichloro-2-hydroxybenzenesulfonyl chloride), C(C)(=O)Cl (acetyl chloride). Solvent: C(Cl)Cl (methylene chloride). Yields the product C(C)(=O)OC1=C(C=C(C=C1Cl)Cl)S(=O)(=O)Cl (2-Acetoxy-3,5-dichlorobenzenesulfonyl chloride). As a reaction SMILES: N1C=CC=CC=1.[Cl:7][C:8]1[C:9]([OH:19])=[C:10]([S:15]([Cl:18])(=[O:17])=[O:16])[CH:11]=[C:12]([Cl:14])[CH:13]=1.[C:20](Cl)(=[O:22])[CH3:21].S(Cl)(Cl)(=O)=O>C(Cl)Cl>[C:20]([O:19][C:9]1[C:8]([Cl:7])=[CH:13][C:12]([Cl:14])=[CH:11][C:10]=1[S:15]([Cl:18])(=[O:17])=[O:16])(=[O:22])[CH3:21]. Procedure: A pyridine solution (1.1 g of pyridine in 10 ml of methylene chloride) was added dropwise over 30 minutes to a solution of 3.37 g of 3,5-dichloro-2-hydroxybenzenesulfonyl chloride, 25 ml of methylene chloride and 1.1 g of acetyl chloride. After two hours of stirring at room temperature the starting sulfonyl chloride was no longer present and one major product had formed. The reaction was concentrated and used immediately. Reactants: CC[C@@H]1[C@@]([C@@H]([C@H](C(=O)[C@@H](C[C@@]([C@@H]([C@H]([C@@H]([C@H](C(=O)O1)C)O[C@H]2C[C@@]([C@H]([C@@H](O2)C)O)(C)OC)C)O[C@H]3[C@@H]([C@H](C[C@H](O3)C)N(C)C)O)(C)O)C)C)O)(C)O (erythromycin A), CC(=O)C (acetone), OO (hydrogen peroxide). Run in CO (methanol), O (water). Reaction conditions: time 20 hour. Yields the product CC[C@@H]1[C@@]([C@@H]([C@H](C(=O)[C@@H](C[C@@]([C@@H]([C@H]([C@@H]([C@H](C(=O)O1)C)O[C@H]2C[C@@]([C@H]([C@@H](O2)C)O)(C)OC)C)O[C@H]3[C@@H]([C@H](C[C@H](O3)C)[N+](C)(C)[O-])O)(C)O)C)C)O)(C)O (erythromycin a N-oxide). Yield: 98.0%. RXN SMILES: [CH3:1][CH2:2][C@H:3]1[O:18][C:16](=[O:17])[C@H:15]([CH3:19])[C@@H:14]([O:20][C@@H:21]2[O:26][C@@H:25]([CH3:27])[C@H:24]([OH:28])[C@@:23]([O:30][CH3:31])([CH3:29])[CH2:22]2)[C@H:13]([CH3:32])[C@@H:12]([O:33][C@@H:34]2[O:39][C@H:38]([CH3:40])[CH2:37][C@H:36]([N:41]([CH3:43])[CH3:42])[C@H:35]2[OH:44])[C@@:11]([OH:46])([CH3:45])[CH2:10][C@@H:9]([CH3:47])[C:7](=[O:8])[C@H:6]([CH3:48])[C@@H:5]([OH:49])[C@@:4]1([OH:51])[CH3:50].OO.CC(C)=[O:56]>CO.O>[CH3:1][CH2:2][C@H:3]1[O:18][C:16](=[O:17])[C@H:15]([CH3:19])[C@@H:14]([O:20][C@@H:21]2[O:26][C@@H:25]([CH3:27])[C@H:24]([OH:28])[C@@:23]([O:30][CH3:31])([CH3:29])[CH2:22]2)[C@H:13]([CH3:32])[C@@H:12]([O:33][C@@H:34]2[O:39][C@H:38]([CH3:40])[CH2:37][C@H:36]([N+:41]([O-:56])([CH3:42])[CH3:43])[C@H:35]2[OH:44])[C@@:11]([OH:46])([CH3:45])[CH2:10][C@@H:9]([CH3:47])[C:7](=[O:8])[C@H:6]([CH3:48])[C@@H:5]([OH:49])[C@@:4]1([OH:51])[CH3:50]. Procedure: 220.2 g(0.3 mol) of erythromycin A was dissolved in a mixture of 1,500 ml of methanol and 1,000 ml of water. 79 ml(0.9 mol) of 35% hydrogen peroxide was added dropwise to the solution at a temperature ranging from 15 to 20° C. and stirred at room temperature for 20 hours in a similar method described in E. H. Flynn et al., J. Am. Chem. Soc., 76, 3121(1954) and P. H. Jones et al., J. Org. Chem., 33, 665(1968). The resulting mixture was concentrated to a half volume under a reduced pressure and ex... Starting materials: CNC, COC(=O)C(C)Oc1cccc2ncnc(Nc3ccc4c(cnn4Cc4cscn4)c3)c12. The product is CC(Oc1cccc2ncnc(Nc3ccc4c(cnn4Cc4cscn4)c3)c12)C(=O)N(C)C. As a reaction SMILES: [CH3:34][NH:35][CH3:36].[s:1]1[cH:2][n:3][c:4]([CH2:6][n:7]2[n:8][cH:9][c:10]3[cH:11][c:12]([NH:16][c:17]4[n:18][cH:19][n:20][c:21]5[cH:22][cH:23][cH:24][c:25]([O:27][CH:28]([C:29](=[O:30])[O:31][CH3:32])[CH3:33])[c:26]45)[cH:13][cH:14][c:15]23)[cH:5]1>>[s:1]1[cH:2][n:3][c:4]([CH2:6][n:7]2[n:8][cH:9][c:10]3[cH:11][c:12]([NH:16][c:17]4[n:18][cH:19][n:20][c:21]5[cH:22][cH:23][cH:24][c:25]([O:27][CH:28]([C:29](=[O:30])[N:35]([CH3:34])[CH3:36])[CH3:33])[c:26]45)[cH:13][cH:14][c:15]23)[cH:5]1. Procedure details: The compound was synthesized starting from benzimidazol-5-amine (133 mg; 1 mmol; 1 eq.), 3-bromobenzylbromide (550 mg; 2.2 mmol; 2.2 eq.) and K2CO3 (304 mg; 2.2 mmol; 2.2 eq.) according to method 5; Yield: 0.227 g (48.2%); MS m/z: 470.1/472.2/474.1 [M+H]+; 1H-NMR (500 MHz, DMSO d6): δ 4.70 (s, 4H); 6.68-6.70 (m, 2H); 7.26-7.27 (m, 4H); 7.34 (d, 1H, 3J=8.6 Hz); 7.39-7.41 (m, 2H); 7.43 (s, 2H); 7.91 (s, 1H); 11.93 (br s, 1H); HPLC (METHOD [A]): rt 17.81 min (98.3%) Product: BrC=1C=C(CN(C2=CC3=C(NC=N3)C=C2)CC2=CC(=CC=C2)Br)C=CC1 (N,N-Bis(3-bromobenzyl)-1H-benzo[d]imidazol-5-amine). As a reaction SMILES: [N:1]1[C:5]2[CH:6]=[CH:7][C:8]([NH2:10])=[CH:9][C:4]=2[NH:3][CH:2]=1.[Br:11][C:12]1[CH:13]=[C:14]([CH:17]=[CH:18][CH:19]=1)[CH2:15]Br.C([O-])([O-])=O.[K+].[K+]>>[Br:11][C:12]1[CH:13]=[C:14]([CH:17]=[CH:18][CH:19]=1)[CH2:15][N:10]([CH2:15][C:14]1[CH:17]=[CH:18][CH:19]=[C:12]([Br:11])[CH:13]=1)[C:8]1[CH:7]=[CH:6][C:5]2[NH:1][CH:2]=[N:3][C:4]=2[CH:9]=1 |f:2.3.4|. The reactants are N1=CNC2=C1C=CC(=C2)N (benzimidazol-5-amine), BrC=1C=C(CBr)C=CC1 (3-bromobenzylbromide), C(=O)([O-])[O-].[K+].[K+] (K2CO3). Reactants: COC(C1=CC(=CC=C1)CN(C1=NC(=NC=C1)C1=CC=C(C=C1)O)C1CCCC1)=O (3-({cyclopentyl-[2-(4-hydroxy-phenyl)-pyrimidin-4-yl]-amino}-methyl)-benzoic acid methyl ester), BrCC1CCCCC1 ((bromomethyl)cyclohexane), C(=O)([O-])[O-].[K+].[K+] (K2CO3). Reagents/catalysts: [Br-].C(CCC)[N+](CCCC)(CCCC)CCCC (tetrabutyammonium bromide). Solvent: CC(=O)C (acetone). Conditions: temperature 100 celsius. Yields the product COC(C1=CC(=CC=C1)CN(C1CCCC1)C1=NC(=NC=C1)C1=CC=C(C=C1)OCC1CCCCC1)=O (3-({[2-(4-cyclohexylmethoxy-phenyl)-pyrimidin-4-yl]-cyclopentyl-amino}-methyl)-benzoic acid methyl ester). The yield is 77.2%. As a reaction SMILES: [CH3:1][O:2][C:3](=[O:30])[C:4]1[CH:9]=[CH:8][CH:7]=[C:6]([CH2:10][N:11]([CH:25]2[CH2:29][CH2:28][CH2:27][CH2:26]2)[C:12]2[CH:17]=[CH:16][N:15]=[C:14]([C:18]3[CH:23]=[CH:22][C:21]([OH:24])=[CH:20][CH:19]=3)[N:13]=2)[CH:5]=1.Br[CH2:32][CH:33]1[CH2:38][CH2:37][CH2:36][CH2:35][CH2:34]1.C([O-])([O-])=O.[K+].[K+]>[Br-].C([N+](CCCC)(CCCC)CCCC)CCC.CC(C)=O>[CH3:1][O:2][C:3](=[O:30])[C:4]1[CH:9]=[CH:8][CH:7]=[C:6]([CH2:10][N:11]([C:12]2[CH:17]=[CH:16][N:15]=[C:14]([C:18]3[CH:23]=[CH:22][C:21]([O:24][CH2:32][CH:33]4[CH2:38][CH2:37][CH2:36][CH2:35][CH2:34]4)=[CH:20][CH:19]=3)[N:13]=2)[CH:25]2[CH2:29][CH2:28][CH2:27][CH2:26]2)[CH:5]=1 |f:2.3.4,5.6|. Reported procedure: To an acetone (3 mL) solution of 3-({cyclopentyl-[2-(4-hydroxy-phenyl)-pyrimidin-4-yl]-amino}-methyl)-benzoic acid methyl ester (23 mg, 0.057 mmol) was added (bromomethyl)cyclohexane (11 mg, 0.063 mmol), K2CO3 (36 mg, 0.26 mmol) and tetrabutyammonium bromide (0.4 mg, 0.003 mmol). The resulting reaction mixture was heated in a CEM Exployer PLS™ microwave at 100° C. for 30 min. After cooling to room temperature the reaction mixture was filtered, and the residue was washed with acetone (4 mL). The ... The reactants are CC(=O)O, CCO, O=S(=O)(c1ccccc1)c1ccc2c(c1)OCCN2C1CCN(Cc2ccccc2)C1. Yields the product O=S(=O)(c1ccccc1)c1ccc2c(c1)OCCN2C1CCNC1. RXN SMILES: [CH3:32][C:33](=[O:34])[OH:35].[CH3:36][CH2:37][OH:38].[c:1]1([S:7](=[O:8])(=[O:9])[c:10]2[cH:11][c:12]3[c:13]([cH:30][cH:31]2)[N:14]([CH:18]2[CH2:19][N:20]([CH2:23][c:24]4[cH:25][cH:26][cH:27][cH:28][cH:29]4)[CH2:21][CH2:22]2)[CH2:15][CH2:16][O:17]3)[cH:2][cH:3][cH:4][cH:5][cH:6]1>>[c:1]1([S:7](=[O:8])(=[O:9])[c:10]2[cH:11][c:12]3[c:13]([cH:30][cH:31]2)[N:14]([CH:18]2[CH2:19][NH:20][CH2:21][CH2:22]2)[CH2:15][CH2:16][O:17]3)[cH:2][cH:3][cH:4][cH:5][cH:6]1. The reactants are FC(S(=O)(=O)OC1=C(C=C2C(=C(C=NC2=C1)C#N)NC1=C(C=C(C(=C1)OC)Cl)Cl)OC)(F)F (3-cyano-4-(2,4-dichloro-5-methoxyanilino)-6-methoxy-7-quinolinyl trifluoromethanesulfonate), C(=O)C=1OC=C(C1)B(O)O (2-formyl-4-furan boronic acid), tetrakis(triphenylphosphine)pallidium. The solvent is COCCOC (ethylene glycol dimethyl ether), C([O-])(O)=O.[Na+] (sodium bicarbonate). Product: ClC1=C(C=C(C(=C1)Cl)OC)NC1=C(C=NC2=CC(=C(C=C12)OC)C1=COC(=C1)C=O)C#N (4-[(2,4-dichloro-5-methoxyphenyl)amino]-7-(5-formyl-3-furyl)-6-methoxy-3-quinolinecarbonitrile). The yield is 96.5%. As a reaction SMILES: FC(F)(F)S(O[C:7]1[CH:16]=[C:15]2[C:10]([C:11]([NH:19][C:20]3[CH:25]=[C:24]([O:26][CH3:27])[C:23]([Cl:28])=[CH:22][C:21]=3[Cl:29])=[C:12]([C:17]#[N:18])[CH:13]=[N:14]2)=[CH:9][C:8]=1[O:30][CH3:31])(=O)=O.[CH:34]([C:36]1[O:37][CH:38]=[C:39](B(O)O)[CH:40]=1)=[O:35]>COCCOC.C(=O)(O)[O-].[Na+]>[Cl:29][C:21]1[CH:22]=[C:23]([Cl:28])[C:24]([O:26][CH3:27])=[CH:25][C:20]=1[NH:19][C:11]1[C:10]2[C:15](=[CH:16][C:7]([C:39]3[CH:40]=[C:36]([CH:34]=[O:35])[O:37][CH:38]=3)=[C:8]([O:30][CH3:31])[CH:9]=2)[N:14]=[CH:13][C:12]=1[C:17]#[N:18] |f:3.4|. Procedure details: A mixture of 3-cyano-4-(2,4-dichloro-5-methoxyanilino)-6-methoxy-7-quinolinyl trifluoromethanesulfonate (835 mg, 1.60 mmol), 2-formyl-4-furan boronic acid (446 mg, 3.21 mmol), and tetrakis(triphenylphosphine)pallidium (0) (20 mg) in 40 mL of ethylene glycol dimethyl ether and 25 mL of saturated aqueous sodium bicarbonate is heated at reflux for 3 hours and then cooled to room temperature. The reaction mixture is partitioned between dichloromethane and water. The aqueous layer is extracted with 1... The reactants are Cl.NO (hydroxylamine hydrochloride), N1=CC=CC=C1 (pyridine), C(C)(C)(C)C1CC(C(CC1)=O)CC#C (4-tert-butyl-2-prop-2-ynyl-cyclohexanone). The solvent is C(C)O (ethanol). Yields the product C(C)(C)(C)C1CC(\C(\CC1)=N/O)CC#C ((Z)-4-tert-butyl-2-(prop-2-ynyl)cyclohexanone oxime). Isolated yield 92.8%. RXN SMILES: [C:1]([CH:5]1[CH2:10][CH2:9][C:8](=O)[CH:7]([CH2:12][C:13]#[CH:14])[CH2:6]1)([CH3:4])([CH3:3])[CH3:2].Cl.[NH2:16][OH:17].N1C=CC=CC=1>C(O)C>[C:1]([CH:5]1[CH2:10][CH2:9]/[C:8](=[N:16]/[OH:17])/[CH:7]([CH2:12][C:13]#[CH:14])[CH2:6]1)([CH3:4])([CH3:3])[CH3:2] |f:1.2|. Reported procedure: A mixture of 4-tert-butyl-2-prop-2-ynyl-cyclohexanone (50 mg, 0.26 mmol) (prepared as described in Dufey, P.; Bull. Soc. Chim. Fr.; 1968, 4653-4662) in 1.0 mL of ethanol was refluxed with hydroxylamine hydrochloride (25 mg, 0.36 mmol) and pyridine (0.25 mL, excess) for 3 h. The mixture was then allowed to cool to room temperature and partitioned between ethyl acetate and 3N aq. HCl. The organic layers were washed with saturated aqueous sodium chloride solution, dried over MgSO4, filtered and con... The reactants are COC1(C(CN(CC1)C1=CC=C(C=C1)N1C(O[C@H](C1)CCC(=O)N)=O)F)OC ((S)-{3-[4-(4,4-dimethoxy-3-fluoropiperidin-1-yl)-phenyl]-2-oxo-oxazolidin-5-ylmethyl}-acetamide), fused zinc chloride, CSC (dimethyl sulphide), C(C)(=O)Cl (acetyl chloride). Reaction conditions: temperature 40 celsius, time 4 day. The product is O=C1C(CN(CC1)C1=CC=C(C=C1)N1C(O[C@H](C1)CCC(=O)N)=O)F ((S)-{3-[4-(4-oxo-3-fluoropiperidin-1-yl)-phenyl]-2-oxo-oxazolidin-5-ylmethyl}-acetamide). Isolated yield 61.0%. RXN SMILES: C[O:2][C:3]1(OC)[CH2:8][CH2:7][N:6]([C:9]2[CH:14]=[CH:13][C:12]([N:15]3[CH2:19][C@H:18]([CH2:20][CH2:21][C:22]([NH2:24])=[O:23])[O:17][C:16]3=[O:25])=[CH:11][CH:10]=2)[CH2:5][CH:4]1[F:26].CSC.C(Cl)(=O)C>>[O:2]=[C:3]1[CH2:8][CH2:7][N:6]([C:9]2[CH:14]=[CH:13][C:12]([N:15]3[CH2:19][C@H:18]([CH2:20][CH2:21][C:22]([NH2:24])=[O:23])[O:17][C:16]3=[O:25])=[CH:11][CH:10]=2)[CH2:5][CH:4]1[F:26]. Reported procedure: The mixture of (S)-{3-[4-(4,4-dimethoxy-3-fluoropiperidin-1-yl)-phenyl]-2-oxo-oxazolidin-5-ylmethyl}-acetamide (1.0 mmol), freshly fused zinc chloride (3.1 mmol), dimethyl sulphide (5.1 mmol), acetyl chloride (3.1 mmol) in tetrahydrofuaran (50 ml) was stirred at 40° C. for 4 days. The reaction mixture was extracted with ethyl acetate water mixture and the organic layer was dried over sodium sulfate. The removal of the solvent afforded a residue, which was chromatographed over silica gel to give ... The reactants are CNC(=O)c1ccc(C)c(Nc2nc(S(C)(=O)=O)nc(N(C)CC(C)(C)C)c2[N+](=O)[O-])c1, CN1CCC(O)CC1, CS(C)=O, CC(C)(C)[O-], [K+]. Product: CNC(=O)c1ccc(C)c(Nc2nc(OC3CCN(C)CC3)nc(N(C)CC(C)(C)C)c2[N+](=O)[O-])c1. Reaction SMILES: [CH3:15][C:16]([CH2:17][N:18]([c:19]1[c:20]([N+:41](=[O:42])[O-:43])[c:21]([NH:29][c:30]2[cH:31][c:32]([C:33](=[O:34])[NH:35][CH3:36])[cH:37][cH:38][c:39]2[CH3:40])[n:22][c:23]([S:25]([CH3:26])(=[O:27])=[O:28])[n:24]1)[CH3:44])([CH3:45])[CH3:46].[CH3:1][N:2]1[CH2:3][CH2:4][CH:5]([OH:8])[CH2:6][CH2:7]1.[CH3:47][S:48]([CH3:49])=[O:50].[CH3:9][C:10]([CH3:11])([O-:12])[CH3:13].[K+:14]>>[CH3:1][N:2]1[CH2:3][CH2:4][CH:5]([O:8][c:23]2[n:22][c:21]([NH:29][c:30]3[cH:31][c:32]([C:33](=[O:34])[NH:35][CH3:36])[cH:37][cH:38][c:39]3[CH3:40])[c:20]([N+:41](=[O:42])[O-:43])[c:19]([N:18]([CH2:17][C:16]([CH3:15])([CH3:45])[CH3:46])[CH3:44])[n:24]2)[CH2:6][CH2:7]1.